Dataset: the Open Reaction Database (ORD), a public repository of structured organic reaction records. Task: describe an organic reaction: reactants, conditions, products, and yield Reactants: FC(C=1C=C(C=CC1)CC(=O)O)(F)F (2-(3-(trifluoromethyl)phenyl)acetic acid), C(C(=O)Cl)(=O)Cl (oxalyl chloride). The reagents and catalysts are CN(C)C=O (DMF). Run in C(Cl)Cl (DCM). Reaction conditions: time 1.5 hour. Yields the product FC(C=1C=C(C=CC1)CC(=O)Cl)(F)F (2-(3-(Trifluoromethyl)phenyl)acetyl chloride). RXN SMILES: [F:1][C:2]([F:14])([F:13])[C:3]1[CH:4]=[C:5]([CH2:9][C:10](O)=[O:11])[CH:6]=[CH:7][CH:8]=1.C(Cl)(=O)C([Cl:18])=O>C(Cl)Cl.CN(C=O)C>[F:1][C:2]([F:14])([F:13])[C:3]1[CH:4]=[C:5]([CH2:9][C:10]([Cl:18])=[O:11])[CH:6]=[CH:7][CH:8]=1. Procedure details: To a solution of 2-(3-(trifluoromethyl)phenyl)acetic acid (4.78 g, 23.4 mmol) in DCM (46 mL) was added oxalyl chloride (12.9 mL, 25.8 mmol). One drop of DMF was then added and the mixture was stirred for 1.5 hours at room temperature. The mixture was concentrated to afford the title compound.